This data is from the Open Reaction Database (ORD), a public repository of structured organic reaction records. The task is: describe an organic reaction: reactants, conditions, products, and yield Starting materials: C(C)O (Ethanol), [Cl-].[NH4+] (ammonium chloride), O1CCCC1 (tetrahydrofuran), COC=1C=C2CCN(CC2=CC1OC)C([C@H](C(C)(C)C)NC1=C(C=CC=C1)[N+](=O)[O-])=O ((2S)-1-(6,7-dimethoxy-1,2,3,4-tetrahydroisoquinolin-2-yl)-3,3-dimethyl-2-((2-nitrophenyl)amino)butan-1-one). The reagents and catalysts are [Fe] (iron). Solvent: O (Water). The product is NC1=C(C=CC=C1)N[C@H](C(=O)N1CC2=CC(=C(C=C2CC1)OC)OC)C(C)(C)C ((2S)-2-((2-aminophenyl)amino)-1-(6,7-dimethoxy-1,2,3,4-tetrahydroisoquinolin-2-yl)-3,3-dimethylbutan-1-one). Yield: 87.8%. Reaction SMILES: C(O)C.[Cl-].[NH4+].O1CCCC1.[CH3:11][O:12][C:13]1[CH:14]=[C:15]2[C:20](=[CH:21][C:22]=1[O:23][CH3:24])[CH2:19][N:18]([C:25](=[O:41])[C@@H:26]([NH:31][C:32]1[CH:37]=[CH:36][CH:35]=[CH:34][C:33]=1[N+:38]([O-])=O)[C:27]([CH3:30])([CH3:29])[CH3:28])[CH2:17][CH2:16]2>[Fe].O>[NH2:38][C:33]1[CH:34]=[CH:35][CH:36]=[CH:37][C:32]=1[NH:31][C@@H:26]([C:27]([CH3:30])([CH3:29])[CH3:28])[C:25]([N:18]1[CH2:17][CH2:16][C:15]2[C:20](=[CH:21][C:22]([O:23][CH3:24])=[C:13]([O:12][CH3:11])[CH:14]=2)[CH2:19]1)=[O:41] |f:1.2|. Reported procedure: Ethanol (5 ml) and a saturated aqueous ammonium chloride solution (5 ml) were added to a tetrahydrofuran (5 ml) solution of (2S)-1-(6,7-dimethoxy-1,2,3,4-tetrahydroisoquinolin-2-yl)-3,3-dimethyl-2-((2-nitrophenyl)amino)butan-1-one (395 mg, 0.92 mmol) obtained in Example 24, and the mixture was stirred at room temperature. Water was added to the reaction solution until the insoluble matter was dissolved, powdery iron (6 g) was added, and the mixture was refluxed with heating for 2 hours. The reac... The reactants are Cc1nc2cc(N)ccc2s1, CC(C)O, O=C(Nc1cccc(-c2nn3ccccc3c2-c2ccnc(Cl)n2)c1)c1c(F)cccc1F, Cl. The product is Cc1nc2cc(Nc3nccc(-c4c(-c5cccc(NC(=O)c6c(F)cccc6F)c5)nn5ccccc45)n3)ccc2s1. Reaction SMILES: [CH3:34][c:35]1[s:36][c:37]2[c:38]([n:39]1)[cH:40][c:41]([NH2:44])[cH:42][cH:43]2.[CH:46]([OH:47])([CH3:48])[CH3:49].[Cl:1][c:2]1[n:3][cH:4][cH:5][c:6](-[c:8]2[c:9](-[c:17]3[cH:18][c:19]([NH:23][C:24]([c:25]4[c:26]([F:32])[cH:27][cH:28][cH:29][c:30]4[F:31])=[O:33])[cH:20][cH:21][cH:22]3)[n:10][n:11]3[c:12]2[cH:13][cH:14][cH:15][cH:16]3)[n:7]1.[ClH:45]>>[c:2]1([NH:44][c:41]2[cH:40][c:38]3[c:37]([s:36][c:35]([CH3:34])[n:39]3)[cH:43][cH:42]2)[n:3][cH:4][cH:5][c:6](-[c:8]2[c:9](-[c:17]3[cH:18][c:19]([NH:23][C:24]([c:25]4[c:26]([F:32])[cH:27][cH:28][cH:29][c:30]4[F:31])=[O:33])[cH:20][cH:21][cH:22]3)[n:10][n:11]3[c:12]2[cH:13][cH:14][cH:15][cH:16]3)[n:7]1. The product is COC(=O)c1ccccc1S(=O)(=O)NC(=O)c1ccc2c(C)cc(C)nn12. Starting materials: Cc1cc(C)c2cccn2n1, ClCCl, COC(=O)c1ccccc1S(=O)(=O)N=C=O. RXN SMILES: [CH3:1][c:2]1[cH:3][c:4]([CH3:11])[c:5]2[n:6]([n:7]1)[cH:8][cH:9][cH:10]2.[Cl:28][CH2:29][Cl:30].[N:12](=[C:13]=[O:14])[S:15](=[O:16])(=[O:17])[c:18]1[c:19]([C:20](=[O:21])[O:22][CH3:23])[cH:24][cH:25][cH:26][cH:27]1>>[CH3:1][c:2]1[cH:3][c:4]([CH3:11])[c:5]2[n:6]([n:7]1)[c:8]([C:13]([NH:12][S:15](=[O:16])(=[O:17])[c:18]1[c:19]([C:20](=[O:21])[O:22][CH3:23])[cH:24][cH:25][cH:26][cH:27]1)=[O:14])[cH:9][cH:10]2. Reactants: 166, N1=C(C=C(C=C1C)C)C (collidine), ClC1=CC=C(CNC(=O)C=2C=NC3=CC=C(C=C3C2O)CO)C=C1 (N-(4-chlorobenzyl)-4-hydroxy-6-(hydroxymethyl)-3-quinolinecarboxamide), CS(=O)(=O)Cl (Methanesulfonyl chloride), N1CCOCC1 (Morpholine). The reagents and catalysts are CN(C)C=1C=CN=CC1 (DMAP). Solvent: CN(C)C=O (DMF). Run at time 2.5 hour. Yields the product ClC1=CC=C(CNC(=O)C=2C=NC3=CC=C(C=C3C2O)CN2CCOCC2)C=C1 (N-(4-Chlorobenzyl)-4-hydroxy-6-(4-morpholinylmethyl)-3-quinolinecarboxamide). RXN SMILES: [Cl:1][C:2]1[CH:24]=[CH:23][C:5]([CH2:6][NH:7][C:8]([C:10]2[CH:11]=[N:12][C:13]3[C:18]([C:19]=2[OH:20])=[CH:17][C:16]([CH2:21]O)=[CH:15][CH:14]=3)=[O:9])=[CH:4][CH:3]=1.N1C(C)=CC(C)=CC=1C.CS(Cl)(=O)=O.[NH:39]1[CH2:44][CH2:43][O:42][CH2:41][CH2:40]1>CN(C1C=CN=CC=1)C.CN(C=O)C>[Cl:1][C:2]1[CH:3]=[CH:4][C:5]([CH2:6][NH:7][C:8]([C:10]2[CH:11]=[N:12][C:13]3[C:18]([C:19]=2[OH:20])=[CH:17][C:16]([CH2:21][N:39]2[CH2:44][CH2:43][O:42][CH2:41][CH2:40]2)=[CH:15][CH:14]=3)=[O:9])=[CH:23][CH:24]=1. Procedure details: A solution of N-(4-chlorobenzyl)-4-hydroxy-6-(hydroxymethyl)-3-quinolinecarboxamide from Example No. 166 (1.0 g), collidine (0.45 mL), and DMAP (60.0 mg) in 50 mL anhydrous DMF is cooled to 0° C. Methanesulfonyl chloride (0.25 mL) is added dropwise. The reaction is stirred at room temperature for approx. 2-3 h. Morpholine (0.34 mL) is added. The product is precipitated by addition of H2O. The crude product is adsorbed onto silica and chromatographed eluting with 2% MeOH in CH2Cl2. Fractions homo... Starting materials: CCOC(=O)C (EtOAc), BrC1=C(N)C(=CC(=C1)C(C)(C)C)Br (2,6-dibromo-4-tert-butylaniline), OS(=O)(=O)O (H2SO4), N(=O)[O-].[Na+] (NaNO2). Run at time 37 hour. Solvent: O (H2O), CCO (EtOH). RXN SMILES: [Br:1][C:2]1[CH:8]=[C:7]([C:9]([CH3:12])([CH3:11])[CH3:10])[CH:6]=[C:5]([Br:13])[C:3]=1N.OS(O)(=O)=O.N([O-])=O.[Na+].CCOC(C)=O>CCO.O>[Br:1][C:2]1[CH:8]=[C:7]([C:9]([CH3:11])([CH3:10])[CH3:12])[CH:6]=[C:5]([Br:13])[CH:3]=1 |f:2.3|. Reported procedure: To a stirring solution of 2,6-dibromo-4-tert-butylaniline in 115 mL of EtOH was added 11.5 mL of concentrated H2SO4. To the stirring solution at 90° C. was added 8.8 g of NaNO2 in several portions. After 37 h, EtOAc and 120 mL of H2O were added, and the layers separated. The organic layer was washed with 40 mL of brine, dried over Na2SO4, filtered, and concentrated. Purification by flash silica gel chromatography (hexanes) provided 8.15 g of 1,3-dibromo-5-tert-butylbenzene as a yellow-brown oil ... Product: BrC1=CC(=CC(=C1)C(C)(C)C)Br (1,3-dibromo-5-tert-butylbenzene). The reactants are C1CCOC1, COC(=O)CCCSc1nc2ccccn2c1Cc1csc2ccc(Cl)cc12, [Li+], [OH-], O, O. Yields the product O=C(O)CCCSc1nc2ccccn2c1Cc1csc2ccc(Cl)cc12. RXN SMILES: [CH2:32]1[O:33][CH2:34][CH2:35][CH2:36]1.[CH3:1][O:2][C:3]([CH2:4][CH2:5][CH2:6][S:7][c:8]1[n:9][c:10]2[n:11]([cH:12][cH:13][cH:14][cH:15]2)[c:16]1[CH2:17][c:18]1[c:19]2[c:20]([s:21][cH:22]1)[cH:23][cH:24][c:25]([Cl:27])[cH:26]2)=[O:28].[Li+:31].[OH-:30].[OH2:29].[OH2:37]>>[O:2]=[C:3]([CH2:4][CH2:5][CH2:6][S:7][c:8]1[n:9][c:10]2[n:11]([cH:12][cH:13][cH:14][cH:15]2)[c:16]1[CH2:17][c:18]1[c:19]2[c:20]([s:21][cH:22]1)[cH:23][cH:24][c:25]([Cl:27])[cH:26]2)[OH:28]. Starting materials: NC1=CC=CC=C1 (aniline), NC1=CC=CC=C1 (aniline), C1(=CC=CC=C1)C (toluene), C=1(C(=CC=CC1)S(=O)(=O)N=C=O)C (toluenesulfonylisocyanate). Reaction conditions: temperature 90 celsius. The product is C1(=CC=C(C=C1)S(=O)(=O)NC(=O)NC1=CC=CC=C1)C (N-(p-toluenesulfonyl)-N'-phenylurea). RXN SMILES: [NH2:1][C:2]1[CH:7]=[CH:6][CH:5]=[CH:4][CH:3]=1.[C:8]1(C)[C:9]([S:14]([N:17]=[C:18]=[O:19])(=[O:16])=[O:15])=[CH:10][CH:11]=[CH:12][CH:13]=1.[C:21]1(C)C=CC=CC=1>>[C:12]1([CH3:21])[CH:13]=[CH:8][C:9]([S:14]([NH:17][C:18]([NH:1][C:2]2[CH:7]=[CH:6][CH:5]=[CH:4][CH:3]=2)=[O:19])(=[O:15])=[O:16])=[CH:10][CH:11]=1. Reported procedure: A three-necked flask equipped with a dropping funnel, a thermometer, and a reflux condenser was charged with 18.6 g of aniline and the aniline was dissolved in 200 ml of toluene. While the resultant reaction solution was stirred with a magnetic stirrer, 42.0 g of toluenesulfonylisocyanate were added dropwise from the dropping funnel to the reaction solution. During the stirring, an exothermic reaction occurred and a large amount of white solid was precipitated. The resultant reaction mixture was... Reactants: Cc1ccccc1, COc1ccc(B(O)O)c(OC)c1OC, Clc1ccnc(Cl)n1, [Na+], [Na+], O=C([O-])[O-], O. The product is COc1ccc(-c2ccnc(Cl)n2)c(OC)c1OC. RXN SMILES: [CH3:30][c:31]1[cH:32][cH:33][cH:34][cH:35][cH:36]1.[CH3:9][O:10][c:11]1[c:12]([B:21]([OH:22])[OH:23])[cH:13][cH:14][c:15]([O:19][CH3:20])[c:16]1[O:17][CH3:18].[Cl:1][c:2]1[n:3][cH:4][cH:5][c:6]([Cl:8])[n:7]1.[Na+:24].[Na+:25].[O-:26][C:27](=[O:28])[O-:29].[OH2:37]>>[Cl:1][c:2]1[n:3][cH:4][cH:5][c:6](-[c:12]2[c:11]([O:10][CH3:9])[c:16]([O:17][CH3:18])[c:15]([O:19][CH3:20])[cH:14][cH:13]2)[n:7]1. The reactants are C1CCCCC1, CCCC[Sn](CCCC)(CCCC)CCCC, CCCCCCCCCCCCCCCC(=O)O. The product is CCCCCCCCCCCCCCC. As a reaction SMILES: [CH2:19]1[CH2:20][CH2:21][CH2:22][CH2:23][CH2:24]1.[CH2:25]([Sn:26]([CH2:27][CH2:28][CH2:29][CH3:30])([CH2:31][CH2:32][CH2:33][CH3:34])[CH2:35][CH2:36][CH2:37][CH3:38])[CH2:39][CH2:40][CH3:41].[CH3:1][CH2:2][CH2:3][CH2:4][CH2:5][CH2:6][CH2:7][CH2:8][CH2:9][CH2:10][CH2:11][CH2:12][CH2:13][CH2:14][CH2:15][C:16](=[O:17])[OH:18]>>[CH3:1][CH2:2][CH2:3][CH2:4][CH2:5][CH2:6][CH2:7][CH2:8][CH2:9][CH2:10][CH2:11][CH2:12][CH2:13][CH2:14][CH3:15].